From a dataset of the Open Reaction Database (ORD), a public repository of structured organic reaction records. describe an organic reaction: reactants, conditions, products, and yield Reactants: COC(C1=C(C=CC(=C1)N1CCOCC1)O[Si](C)(C)C(C)(C)C)=O (2-(tert-butyl-dimethyl-silanyloxy)-5-morpholin-4-yl-benzoic acid methyl ester), [F-].C(CCC)[N+](CCCC)(CCCC)CCCC (tetrabutylammonium fluoride). Solvent: O1CCCC1 (tetrahydrofuran). Reaction conditions: time 2 hour. Yields the product COC(C1=C(C=CC(=C1)N1CCOCC1)O)=O (2-Hydroxy-5-morpholin-4-yl-benzoic acid methyl ester). Yield: 31.0%. Reaction SMILES: [CH3:1][O:2][C:3](=[O:24])[C:4]1[CH:9]=[C:8]([N:10]2[CH2:15][CH2:14][O:13][CH2:12][CH2:11]2)[CH:7]=[CH:6][C:5]=1[O:16][Si](C(C)(C)C)(C)C.[F-].C([N+](CCCC)(CCCC)CCCC)CCC>O1CCCC1>[CH3:1][O:2][C:3](=[O:24])[C:4]1[CH:9]=[C:8]([N:10]2[CH2:11][CH2:12][O:13][CH2:14][CH2:15]2)[CH:7]=[CH:6][C:5]=1[OH:16] |f:1.2|. Procedure: A solution of 2-(tert-butyl-dimethyl-silanyloxy)-5-morpholin-4-yl-benzoic acid methyl ester (1.0 g, 2.8 mmol) in tetrahydrofuran (35 mL) was treated with tetrabutylammonium fluoride (3.55 g, 11.25 mmol) and stirred for 2 h at room temperature. The reaction mixture was concentrated and purified by flash chromatography (silica gel, 4×7.5 cm, eluted with 80/20 hexanes/EtOAc) to yield the final product as a yellow solid (206 mg, 31%). Yield: 83.1%. Starting materials: ClC=1N=C(N(C1CC(=O)O)CC1=CC(=C(C=C1)OC)C)C1=CC=CC=C1 (4-Chloro-1-(4-methoxy-3-methylbenzyl)-2-phenylimidazole-5-acetic acid), ClCCl (dichloromethane), [Cl-].[Al+3].[Cl-].[Cl-] (aluminum chloride), 1,3-ethanedithiol. RXN SMILES: [Cl:1][C:2]1[N:3]=[C:4]([C:21]2[CH:26]=[CH:25][CH:24]=[CH:23][CH:22]=2)[N:5]([CH2:11][C:12]2[CH:17]=[CH:16][C:15]([O:18]C)=[C:14]([CH3:20])[CH:13]=2)[C:6]=1[CH2:7][C:8]([OH:10])=[O:9].ClCCl.[Cl-].[Al+3].[Cl-].[Cl-]>C(O)C>[Cl:1][C:2]1[N:3]=[C:4]([C:21]2[CH:26]=[CH:25][CH:24]=[CH:23][CH:22]=2)[N:5]([CH2:11][C:12]2[CH:17]=[CH:16][C:15]([OH:18])=[C:14]([CH3:20])[CH:13]=2)[C:6]=1[CH2:7][C:8]([OH:10])=[O:9] |f:2.3.4.5|. Run in C(C)O (ethanol). Run at time 6 hour. Procedure details: 4-Chloro-1-(4-methoxy-3-methylbenzyl)-2-phenylimidazole-5-acetic acid (15 g) was added to 270 ml of a dichloromethane solution containing 16.2 g of aluminum chloride and 10 g of 1,3-ethanedithiol and the mixture was stirred at room temperature, whereupon the starting material dissolved once and then a precipitate separated out. The mixture was allowed to stand at room temperature for 6 hours. The supernatant was then discarded, and 50 ml of acetone and 20 ml of water were added to the precipitat... The product is ClC=1N=C(N(C1CC(=O)O)CC1=CC(=C(C=C1)O)C)C1=CC=CC=C1 (4-chloro-1-(4-hydroxy-3-methylbenzyl)-2-phenylimidazole-5-acetic acid). Starting materials: CCOCCO, COc1cc2c(Cl)c(C#N)cnc2cc1NC(C)=O, Nc1ccc(Cl)cc1Cl, Cl, c1ccncc1. Yields the product COc1cc2c(Nc3ccc(Cl)cc3Cl)c(C#N)cnc2cc1NC(C)=O. As a reaction SMILES: [CH3:36][CH2:37][O:38][CH2:39][CH2:40][OH:41].[Cl:1][c:2]1[c:3]([C:18]#[N:19])[cH:4][n:5][c:6]2[cH:7][c:8]([NH:14][C:15]([CH3:16])=[O:17])[c:9]([O:12][CH3:13])[cH:10][c:11]12.[Cl:20][c:21]1[c:22]([NH2:28])[cH:23][cH:24][c:25]([Cl:27])[cH:26]1.[ClH:29].[n:30]1[cH:31][cH:32][cH:33][cH:34][cH:35]1>>[c:2]1([NH:28][c:22]2[c:21]([Cl:20])[cH:26][c:25]([Cl:27])[cH:24][cH:23]2)[c:3]([C:18]#[N:19])[cH:4][n:5][c:6]2[cH:7][c:8]([NH:14][C:15]([CH3:16])=[O:17])[c:9]([O:12][CH3:13])[cH:10][c:11]12. Reactants: C(O)([O-])=O.[Na+] (sodium hydrogen carbonate), [Si](C)(C)(C(C)(C)C)Cl (tert-butyldimethylsilyl chloride), C=C[C@@H](CCC)O ((3R)-1-hexen-3-ol), N1C=NC=C1 (imidazole). The solvent is CN(C=O)C (dimethylformamide). Conditions: time 3 hour. Yields the product [Si](C)(C)(C(C)(C)C)O[C@@H](C=C)CCC ((3R)-3-(tert-butyldimethylsilyloxy)-1-hexene). The yield is 91.6%. RXN SMILES: [Si:1](Cl)([C:4]([CH3:7])([CH3:6])[CH3:5])([CH3:3])[CH3:2].[CH2:9]=[CH:10][C@H:11]([OH:15])[CH2:12][CH2:13][CH3:14].N1C=CN=C1.C(=O)([O-])O.[Na+]>CN(C)C=O>[Si:1]([O:15][C@H:11]([CH2:12][CH2:13][CH3:14])[CH:10]=[CH2:9])([C:4]([CH3:7])([CH3:6])[CH3:5])([CH3:3])[CH3:2] |f:3.4|. Procedure: 3.8 g (24 mmol) of tert-butyldimethylsilyl chloride were added at −10° C. over the course of 10 minutes in 5 portions to a stirred solution of 2.05 g (20.5 mmol) of (3R)-1-hexen-3-ol and 3.4 g (49 mmol) of imidazole in 50 ml of dry dimethylformamide. After 3 hours at 0° C., the reaction mixture was poured into 200 ml of saturated aqueous sodium hydrogen carbonate solution. The mixture was extracted three. times with 50 ml of n-hexane in each case. The combined organic phases were washed with wat...